The task is: describe an organic reaction: reactants, conditions, products, and yield. This data is from the Open Reaction Database (ORD), a public repository of structured organic reaction records. The reactants are C(\C=C\C#CCC#CCCCCC)O ((E)-2-tridecen-4,7-diyn-1-ol), [Cr](=O)(=O)([O-])O[Cr](=O)(=O)[O-].[NH+]1=CC=CC=C1.[NH+]1=CC=CC=C1 (Pyridinium dichromate). Run in ClCCl (dichloromethane), ClCCl (dichloromethane). Run at time 3 hour. The product is C(\C=C\C#CCC#CCCCCC)=O ((E)-2-tridecen-4,7-diyn-1-al). The yield is 55.6%. As a reaction SMILES: [Cr](O[Cr]([O-])(=O)=O)([O-])(=O)=O.[NH+]1C=CC=CC=1.[NH+]1C=CC=CC=1.[CH2:22]([OH:35])/[CH:23]=[CH:24]/[C:25]#[C:26][CH2:27][C:28]#[C:29][CH2:30][CH2:31][CH2:32][CH2:33][CH3:34]>ClCCl>[CH:22](=[O:35])/[CH:23]=[CH:24]/[C:25]#[C:26][CH2:27][C:28]#[C:29][CH2:30][CH2:31][CH2:32][CH2:33][CH3:34] |f:0.1.2|. Procedure details: Pyridinium dichromate (60 g) was stirred with dichloromethane (250 mL) at 0° and treated over a period of 5 min with a solution of (E)-2-tridecen-4,7-diyn-1-ol (20 g) dissolved in dichloromethane. The cooling bath was then removed and the reaction mixture was stirred for a further 3 hours (slight exotherm; maximum temperature 33°-35°). Ether (250 mL) was then added and the solids were filtered off (through paper) and washed with more ether. The combined filtrates were concentrated and the residu... Starting materials: C(C)(C)(C)OC(C(=O)OC)C=1C(=C2C(=NC1C)NC=C2)C=2C=C1CCCOC1=CC2 (methyl 2-(tert-butoxy)-2-(4-(chroman-6-yl)-6-methyl-1H-pyrrolo[2,3-b]pyridin-5-yl)acetate), C(C1=CC=CC=C1)Br (benzyl bromide). Yields the product C(C1=CC=CC=C1)N1C=CC=2C1=NC(=C(C2C=2C=C1CCCOC1=CC2)C(C(=O)O)OC(C)(C)C)C (2-(1-benzyl-4-(chroman-6-yl)-6-methyl-1H-pyrrolo[2,3-b]pyridin-5-yl)-2-(tert-butoxy)acetic acid). RXN SMILES: [C:1]([O:5][CH:6]([C:11]1[C:12]([C:21]2[CH:22]=[C:23]3[C:28](=[CH:29][CH:30]=2)[O:27][CH2:26][CH2:25][CH2:24]3)=[C:13]2[CH:20]=[CH:19][NH:18][C:14]2=[N:15][C:16]=1[CH3:17])[C:7]([O:9]C)=[O:8])([CH3:4])([CH3:3])[CH3:2].[CH2:31](Br)[C:32]1[CH:37]=[CH:36][CH:35]=[CH:34][CH:33]=1>>[CH2:31]([N:18]1[C:14]2=[N:15][C:16]([CH3:17])=[C:11]([CH:6]([O:5][C:1]([CH3:3])([CH3:2])[CH3:4])[C:7]([OH:9])=[O:8])[C:12]([C:21]3[CH:22]=[C:23]4[C:28](=[CH:29][CH:30]=3)[O:27][CH2:26][CH2:25][CH2:24]4)=[C:13]2[CH:20]=[CH:19]1)[C:32]1[CH:37]=[CH:36][CH:35]=[CH:34][CH:33]=1. Reported procedure: The title compound was prepared in a manner similar to that described in Example 27, Step H from methyl 2-(tert-butoxy)-2-(4-(chroman-6-yl)-6-methyl-1H-pyrrolo[2,3-b]pyridin-5-yl)acetate and benzyl bromide. 1H NMR (400 MHz, CHLOROFORM-d) δ ppm 7.51-7.43 (m, 1 H), 7.39-7.28 (m, 5 H), 7.24-7.17 (m, 1 H), 7.06 (t, J=3.3 Hz, 1 H), 6.94 (dd, J=6.0, 8.2 Hz, 1 H), 6.29 (dd, J=3.4, 11.6 Hz, 1 H), 5.66-5.48 (m, 3 H), 4.32-4.23 (m, 2 H), 2.97-2.81 (m, 2 H), 2.79 (s, 3 H), 2.15-2.06 (m, 2 H), 0.97 (s, 9 H)... Reactants: C1(CCCCC1)NC1CCCCC1 (Dicyclohexylamine), [Mo](=O)(=O)=O (molybdenum trioxide). Yields the product dicyclohexylamine molybdate, [Mo].C1(CCCCC1)NC1CCCCC1 (molybdenum dicyclohexylamine). RXN SMILES: [CH:1]1([NH:7][CH:8]2[CH2:13][CH2:12][CH2:11][CH2:10][CH2:9]2)[CH2:6][CH2:5][CH2:4][CH2:3][CH2:2]1.[Mo:14](=O)(=O)=O>>[Mo:14].[CH:8]1([NH:7][CH:1]2[CH2:2][CH2:3][CH2:4][CH2:5][CH2:6]2)[CH2:9][CH2:10][CH2:11][CH2:12][CH2:13]1 |f:2.3|. Reported procedure: Dicyclohexylamine and molybdenum trioxide were reacted together in the following manner to form a dicyclohexylamine molybdate with a 2/1 molybdenum/dicyclohexylamine molar ratio. 10.00 grams of dicyclohexylamine, 15.88 grams of molybdenum trioxide, 10.94 grams of ammonium sulfate and 300 milliliters of water were charged into a 500 milliliter round-bottom flask equipped with a water-cooled condenser. The reactants are C(C)(C)OB(OC(C)C)OC(C)C (triisopropylborate), Cl (HCl), C(C)(C)(C)[Li] (t-butyl lithium), COC1=C(C=CC=C1)C1N(CCN1C)C (2-(2-methoxyphenyl)-1,3-dimethylimidazolidine), C1CCOC1 (THF). Run in C(C)(=O)OCC (ethyl acetate). Run at temperature 2.5 celsius, time 2 hour. The product is COC=1C(=C(C=CC1)B(O)O)C=O (3-methoxy-2-formylphenylboronic acid). Isolated yield 75.0%. Reaction SMILES: C([Li])(C)(C)C.[CH3:6][O:7][C:8]1[CH:13]=[CH:12][CH:11]=[CH:10][C:9]=1[CH:14]1N(C)CCN1C.C([O:24][B:25](OC(C)C)[O:26]C(C)C)(C)C.Cl.C1C[O:38]CC1>C(OCC)(=O)C>[CH3:6][O:7][C:8]1[C:9]([CH:14]=[O:38])=[C:10]([B:25]([OH:26])[OH:24])[CH:11]=[CH:12][CH:13]=1. Procedure details: A solution of t-butyl lithium (9.0 mL, 1.7 M in pentane) was added to a stirred solution of 2-(2-methoxyphenyl)-1,3-dimethylimidazolidine (2.0 g, 9.8 mmol) in THF (5 mL) at −10° C. under N2 and stirred at 0-5° C. for 2 hours. The reaction mixture was cooled to −50° C. and triisopropylborate (3.5 mL, 15 mmol) was added. The solution was slowly warmed to 0° C. in 3 hrs. HCl (120 mL of 2N) was added at 0° C. and let it stirred for 30 min. The mixture was warmed to room temperature and was diluted w... Product: Cc1c(C(=O)Nc2cccc(C(=O)c3ccc4c(c3)NC(=O)C4)c2)cnn1C. As a reaction SMILES: [CH2:35]1[O:36][CH2:37][CH2:38][CH2:39]1.[CH3:1][n:2]1[n:3][cH:4][c:5]([C:8](=[O:9])[OH:10])[c:6]1[CH3:7].[Cl-:34].[NH2:15][c:16]1[cH:17][c:18]([C:19](=[O:20])[c:21]2[cH:22][cH:23][c:24]3[c:28]([cH:29]2)[NH:27][C:26](=[O:30])[CH2:25]3)[cH:31][cH:32][cH:33]1.[S:11]([Cl:12])([Cl:13])=[O:14]>>[CH3:1][n:2]1[n:3][cH:4][c:5]([C:8](=[O:10])[NH:15][c:16]2[cH:17][c:18]([C:19](=[O:20])[c:21]3[cH:22][cH:23][c:24]4[c:28]([cH:29]3)[NH:27][C:26](=[O:30])[CH2:25]4)[cH:31][cH:32][cH:33]2)[c:6]1[CH3:7]. Starting materials: C1CCOC1, Cc1c(C(=O)O)cnn1C, [Cl-], Nc1cccc(C(=O)c2ccc3c(c2)NC(=O)C3)c1, O=S(Cl)Cl.